Dataset: the Open Reaction Database (ORD), a public repository of structured organic reaction records. Task: describe an organic reaction: reactants, conditions, products, and yield Reactants: C1OC2=C(C=O)C=CC=C2O1 (2,3-methylenedioxy benzaldehyde), COC(CN=[N+]=[N-])=O (methylazidoacetate), C[O-].[Na+] (sodium methoxide). Run in CO (methanol). Run at time 3 hour. Product: N(=[N+]=[N-])C(C(=O)OC)=CC1=C2C(=CC=C1)OCO2 (Methyl 2-azido-3-(2,3-methylenedioxyphenyl)propenoate). RXN SMILES: [CH2:1]1[O:11][C:10]2[C:3](=[C:4]([CH:7]=[CH:8][CH:9]=2)[CH:5]=O)[O:2]1.[CH3:12][O:13][C:14](=[O:19])[CH2:15][N:16]=[N+:17]=[N-:18].C[O-].[Na+]>CO>[N:16]([C:15](=[CH:5][C:4]1[CH:7]=[CH:8][CH:9]=[C:10]2[O:11][CH2:1][O:2][C:3]=12)[C:14]([O:13][CH3:12])=[O:19])=[N+:17]=[N-:18] |f:2.3|. Reported procedure: A solution of 2,3-methylenedioxy benzaldehyde (15.76 g, 104 mmol) and methylazidoacetate (48.38 g, 419 mmol) in methanol was cooled to −15° C. using an ice/acetone bath. The resulting solution was then treated over one hour with sodium methoxide (96 ml) at a rate that maintained the temperature below −10° C. After 3 hours, the solution was stored at 5° C. for two days to give crystalline material which was filtered off and washed with hexane. Starting materials: O=C=O, COC(=O)C(NC(C)=O)C(c1ccccc1)c1ccccc1, CO, ClC(Cl)Cl. The product is COC(=O)C(NC(C)=O)=C(c1ccccc1)c1ccccc1. As a reaction SMILES: [C:27](=[O:28])=[O:29].[CH3:1][O:2][C:3]([CH:4]([CH:5]([c:6]1[cH:7][cH:8][cH:9][cH:10][cH:11]1)[c:12]1[cH:13][cH:14][cH:15][cH:16][cH:17]1)[NH:18][C:19]([CH3:20])=[O:21])=[O:22].[CH3:30][OH:31].[Cl:23][CH:24]([Cl:25])[Cl:26]>>[CH3:1][O:2][C:3]([C:4](=[C:5]([c:6]1[cH:7][cH:8][cH:9][cH:10][cH:11]1)[c:12]1[cH:13][cH:14][cH:15][cH:16][cH:17]1)[NH:18][C:19]([CH3:20])=[O:21])=[O:22]. Starting materials: Cl.N(N)C1=CC=C(C=C1)CC#N (4-hydrazino phenylacetonitrile hydrochloride), C(C)OC(CCCN1C(C2=CC=CC=C2C1=O)=O)OCC (4-(1,3-dihydro-1,3-dioxo-2H-isoindol-2-yl)butanal diethyl acetal). Run in C(C)(=O)O (acetic acid). Yields the product O=C1N(C(C2=CC=CC=C12)=O)CCC1=CNC2=CC=C(C=C12)CC#N (3-[2-(1,3-Dihydro-1,3-dioxo-2H-isoindol-2-yl)ethyl]-1Hindole-5-acetonitrile). Yield: 80.4%. RXN SMILES: Cl.[NH:2]([C:4]1[CH:9]=[CH:8][C:7]([CH2:10][C:11]#[N:12])=[CH:6][CH:5]=1)N.C(O[CH:16](OCC)[CH2:17][CH2:18][CH2:19][N:20]1[C:28](=[O:29])[C:27]2[C:22](=[CH:23][CH:24]=[CH:25][CH:26]=2)[C:21]1=[O:30])C>C(O)(=O)C>[O:30]=[C:21]1[C:22]2[C:27](=[CH:26][CH:25]=[CH:24][CH:23]=2)[C:28](=[O:29])[N:20]1[CH2:19][CH2:18][C:17]1[C:9]2[C:4](=[CH:5][CH:6]=[C:7]([CH2:10][C:11]#[N:12])[CH:8]=2)[NH:2][CH:16]=1 |f:0.1|. Reported procedure: A mixture of 4-hydrazino phenylacetonitrile hydrochloride (3.15 g) and 4-(1,3-dihydro-1,3-dioxo-2H-isoindol-2-yl)butanal diethyl acetal (4.95 g) in acetic acid (25%, 150 ml) was refluxed for 2 h, cooled to 25°, precipitate filtered, washed with water (2×20 ml) and ether (100 ml). The crude product was obtained as a dark solid (4.5 g) which was triturated with ethyl acetate to give the title compound (3.16 g) m.p. 185°-186°. The reactants are ClCCl, O=CC=Cc1ccc(Cl)cc1, CC(SC(CO)CO)C(O)(Cn1cncn1)c1ccc(F)cc1F, [Na+], O, O=C([O-])O, Cc1ccc(S(=O)(=O)O)cc1. Yields the product CC(SC1COC(C=Cc2ccc(Cl)cc2)OC1)C(O)(Cn1cncn1)c1ccc(F)cc1F. Reaction SMILES: [CH2:53]([Cl:54])[Cl:55].[Cl:25][c:26]1[cH:27][cH:28][c:29]([CH:30]=[CH:31][CH:32]=[O:33])[cH:34][cH:35]1.[F:1][c:2]1[c:3]([C:9]([CH2:10][n:11]2[n:12][cH:13][n:14][cH:15]2)([CH:16]([CH3:17])[S:18][CH:19]([CH2:20][OH:21])[CH2:22][OH:23])[OH:24])[cH:4][cH:5][c:6]([F:8])[cH:7]1.[Na+:48].[OH2:36].[OH:49][C:50](=[O:51])[O-:52].[c:37]1([CH3:38])[cH:39][cH:40][c:41]([S:42]([OH:43])(=[O:44])=[O:45])[cH:46][cH:47]1>>[F:1][c:2]1[c:3]([C:9]([CH2:10][n:11]2[n:12][cH:13][n:14][cH:15]2)([CH:16]([CH3:17])[S:18][CH:19]2[CH2:20][O:21][CH:32]([CH:31]=[CH:30][c:29]3[cH:28][cH:27][c:26]([Cl:25])[cH:35][cH:34]3)[O:23][CH2:22]2)[OH:24])[cH:4][cH:5][c:6]([F:8])[cH:7]1. RXN SMILES: [Br:44][CH2:45][c:46]1[s:47][cH:48][cH:49][cH:50]1.[CH3:1][O:2][c:3]1[cH:4][c:5]([C:6](=[O:7])[N:8]2[CH2:9][C:10]([c:13]3[cH:14][cH:15][cH:16][cH:17][cH:18]3)([CH2:19][CH2:20][N:21]3[CH2:22][CH2:23][N:24]([c:28]4[n:29][c:30]5[c:31]([nH:32]4)[cH:33][cH:34][cH:35][cH:36]5)[CH2:25][CH2:26][CH2:27]3)[CH2:11][CH2:12]2)[cH:37][c:38]([O:42][CH3:43])[c:39]1[O:40][CH3:41]>>[CH3:1][O:2][c:3]1[cH:4][c:5]([C:6](=[O:7])[N:8]2[CH2:9][C:10]([c:13]3[cH:14][cH:15][cH:16][cH:17][cH:18]3)([CH2:19][CH2:20][N:21]3[CH2:22][CH2:23][N:24]([c:28]4[n:29]([CH2:45][c:46]5[s:47][cH:48][cH:49][cH:50]5)[c:30]5[c:31]([n:32]4)[cH:33][cH:34][cH:35][cH:36]5)[CH2:25][CH2:26][CH2:27]3)[CH2:11][CH2:12]2)[cH:37][c:38]([O:42][CH3:43])[c:39]1[O:40][CH3:41]. Yields the product COc1cc(C(=O)N2CCC(CCN3CCCN(c4nc5ccccc5n4Cc4cccs4)CC3)(c3ccccc3)C2)cc(OC)c1OC. Starting materials: BrCc1cccs1, COc1cc(C(=O)N2CCC(CCN3CCCN(c4nc5ccccc5[nH]4)CC3)(c3ccccc3)C2)cc(OC)c1OC.